This data is from the Open Reaction Database (ORD), a public repository of structured organic reaction records. The task is: describe an organic reaction: reactants, conditions, products, and yield Starting materials: COC(C1=CC(O)=C(OC)C=C1)=O (isovanillic acid methyl ester), C([O-])([O-])=O (carbonate), O(S(=O)(=O)C(F)(F)F)CC(F)(F)F (trifluoroethyl triflate). The solvent is CN(C)C=O (DMF), C(Cl)Cl (CH2Cl2). Conditions: time 18 hour. Product: COC1=C(C=C(C(=O)OC)C=C1)OCC(F)(F)F (4-Methoxy-3-(2,2,2,-trifluoroethoxy)benzoic acid, methyl ester). Isolated yield 89.5%. As a reaction SMILES: [CH3:1][O:2][C:3](=[O:13])[C:4]1[CH:12]=[CH:11][C:8]([O:9][CH3:10])=[C:6]([OH:7])[CH:5]=1.C(=O)([O-])[O-].O([CH2:26][C:27]([F:30])([F:29])[F:28])S(C(F)(F)F)(=O)=O>CN(C=O)C.C(Cl)Cl>[CH3:10][O:9][C:8]1[CH:11]=[CH:12][C:4]([C:3]([O:2][CH3:1])=[O:13])=[CH:5][C:6]=1[O:7][CH2:26][C:27]([F:30])([F:29])[F:28]. Procedure: To a mixture of isovanillic acid methyl ester (33.0 g, 0.18 mol) and potassiuin carbonate (41.4 g, 0.30 mol) in DMF (100 ml) was added a solution of trifluoroethyl triflate [Burdon et al Tetrahedron 21, 1 (1965)] (65.0 g, 0.28 mol) in CH2Cl2. The mixture was stirred at room temperature for 18 h then evaporated to 50 ml, the mixture partitioned between ether and H2O, the organic layer washed with H2O and saturated brine, then dried over MgSO4 and evaporated. The resulting solid was triturated wit... The reactants are CCC[SiH]1CCC(Br)CC1, C1CCOC1, CCOP(=O)(OCC)OCC, [Cu]I, Fc1cc(-c2ccc(C3CCC(CCI)CC3)cc2)ccc1C(F)(F)F, [Mg]. Yields the product CCC[SiH]1CCC(CCC2CCC(c3ccc(-c4ccc(C(F)(F)F)c(F)c4)cc3)CC2)CC1. RXN SMILES: [Br:1][CH:2]1[CH2:3][CH2:4][SiH:5]([CH2:8][CH2:9][CH3:10])[CH2:6][CH2:7]1.[CH2:51]1[O:52][CH2:53][CH2:54][CH2:55]1.[CH3:12][CH2:13][O:14][P:15]([O:16][CH2:17][CH3:18])([O:19][CH2:20][CH3:21])=[O:22].[Cu:49][I:50].[I:23][CH2:24][CH2:25][CH:26]1[CH2:27][CH2:28][CH:29]([c:32]2[cH:33][cH:34][c:35](-[c:38]3[cH:39][c:40]([F:48])[c:41]([C:44]([F:45])([F:46])[F:47])[cH:42][cH:43]3)[cH:36][cH:37]2)[CH2:30][CH2:31]1.[Mg:11]>>[CH:2]1([CH2:24][CH2:25][CH:26]2[CH2:27][CH2:28][CH:29]([c:32]3[cH:33][cH:34][c:35](-[c:38]4[cH:39][c:40]([F:48])[c:41]([C:44]([F:45])([F:46])[F:47])[cH:42][cH:43]4)[cH:36][cH:37]3)[CH2:30][CH2:31]2)[CH2:3][CH2:4][SiH:5]([CH2:8][CH2:9][CH3:10])[CH2:6][CH2:7]1.